From a dataset of the Open Reaction Database (ORD), a public repository of structured organic reaction records. describe an organic reaction: reactants, conditions, products, and yield The reactants are C(O)([O-])=O.[Na+] (sodium hydrogen carbonate), COC(C(C)[N+]#[C-])=O (2-isocyanopropionic acid methyl ester), C(=O)C=C (acrolein), O1CCCC1 (tetrahydrofuran), O1CCCC1 (tetrahydrofuran). Reagents/catalysts: [Cl-].[Zn+2].[Cl-] (zinc chloride). Reaction conditions: time 45 hour. Yields the product COC(=O)C1(N=COC1C=C)C (4-methyl-5-vinyl-2-oxazoline-4-carboxylicacid methyl ester). RXN SMILES: C[O:2][C:3](=O)[CH:4]([N+:6]#[C-:7])[CH3:5].[CH:9]([CH:11]=C)=O.[C:13](=[O:16])([O-])[OH:14].[Na+].O1CCC[CH2:19]1>[Cl-].[Zn+2].[Cl-]>[CH3:19][O:14][C:13]([C:4]1([CH3:5])[CH:3]([CH:9]=[CH2:11])[O:2][CH:7]=[N:6]1)=[O:16] |f:2.3,5.6.7|. Procedure: A solution of 14.1 g of 2-isocyanopropionic acid methyl ester and 8.5 g of freshly distilled acrolein in 50 ml of tetrahydrofuran is added within a period of 20 minutes at 0°-5° under nitrogen to a solution of 17 g of anhydrous zinc chloride in 75 ml of tetrahydrofuran, and the whole is stirred for 45 hours at 0°-5°. The whole is poured onto 500 ml of 10% sodium hydrogen carbonate solution and extracted with 200 ml of dichloromethane. The organic phase is dried over sodium sulphateand concentrat... Procedure: A mixture of 7-(benzyloxy)-4-(2-fluoro-4-nitrophenoxy)-6-methoxyquinoline (2.20 g, 5.24 mmol) and HBr in HOAc (3 mL of 33% solution) was allowed to stay at rt for 4 h. Ether (35 mL) was added to the reaction mixture, stirred for 20 minutes, and the solid was filtered and dried to obtain the product (2.15 g, 100%) as a beige-colored HBr salt solid. 1H NMR (CD3OD) δ 8.69 (d, 1H, J=6.6 Hz), 8.41 (dd, 1H, J=9.9, 2.8 Hz), 8.33 (dd, 1H, J=8.8, 1.7 Hz), 7.84 (m, 2H), 7.43 (s, 1H), 7.05 (d, 1H, J=6.1 Hz... Solvent: CC(=O)O (HOAc). Run at time 4 hour. As a reaction SMILES: C([O:8][C:9]1[CH:18]=[C:17]2[C:12]([C:13]([O:19][C:20]3[CH:25]=[CH:24][C:23]([N+:26]([O-:28])=[O:27])=[CH:22][C:21]=3[F:29])=[CH:14][CH:15]=[N:16]2)=[CH:11][C:10]=1[O:30][CH3:31])C1C=CC=CC=1.Br.CCOCC>CC(O)=O>[F:29][C:21]1[CH:22]=[C:23]([N+:26]([O-:28])=[O:27])[CH:24]=[CH:25][C:20]=1[O:19][C:13]1[C:12]2[C:17](=[CH:18][C:9]([OH:8])=[C:10]([O:30][CH3:31])[CH:11]=2)[N:16]=[CH:15][CH:14]=1. Isolated yield 124.2%. Starting materials: C(C1=CC=CC=C1)OC1=C(C=C2C(=CC=NC2=C1)OC1=C(C=C(C=C1)[N+](=O)[O-])F)OC (7-(benzyloxy)-4-(2-fluoro-4-nitrophenoxy)-6-methoxyquinoline), Br (HBr), CCOCC (Ether). Product: FC1=C(OC2=CC=NC3=CC(=C(C=C23)OC)O)C=CC(=C1)[N+](=O)[O-] (4-(2-Fluoro-4-nitrophenoxy)-6-methoxyquinolin-7-ol). The reactants are CCCC[Sn](CCCC)(CCCC)c1cnccn1, CSc1nc(N)nc(Br)c1C#N, CN(C)C=O. Yields the product CSc1nc(N)nc(-c2cnccn2)c1C#N. Reaction SMILES: [CH2:13]([Sn:14]([CH2:15][CH2:16][CH2:17][CH3:24])([c:18]1[n:19][cH:20][cH:21][n:22][cH:23]1)[CH2:25][CH2:26][CH2:27][CH3:28])[CH2:29][CH2:30][CH3:31].[NH2:1][c:2]1[n:3][c:4]([S:11][CH3:12])[c:5]([C:9]#[N:10])[c:6]([Br:8])[n:7]1.[O:32]=[CH:33][N:34]([CH3:35])[CH3:36]>>[NH2:1][c:2]1[n:3][c:4]([S:11][CH3:12])[c:5]([C:9]#[N:10])[c:6](-[c:18]2[n:19][cH:20][cH:21][n:22][cH:23]2)[n:7]1. The reactants are O=C1NC=CC(=C1)C(=O)OC (methyl 2-oxo-1,2-dihydropyridine-4-carboxylate), [H-].C(C(C)C)[Al+]CC(C)C (diisobutylaluminium hydride), CO (MeOH), O (H2O). Run in C1CCOC1 (THF). Run at time 3 hour. Yields the product OCC1=CC(NC=C1)=O (4-(hydroxymethyl)pyridin-2(1H)-one). Yield: 61.2%. As a reaction SMILES: [O:1]=[C:2]1[CH:7]=[C:6]([C:8](OC)=[O:9])[CH:5]=[CH:4][NH:3]1.[H-].C([Al+]CC(C)C)C(C)C.CO.O>C1COCC1>[OH:9][CH2:8][C:6]1[CH:5]=[CH:4][NH:3][C:2](=[O:1])[CH:7]=1 |f:1.2|. Procedure details: To a stirred solution of methyl 2-oxo-1,2-dihydropyridine-4-carboxylate (300 mg, 1.96 mmol) in THF (20 mL) was added diisobutylaluminium hydride (1.0 M in THF, 20 mL, 20 mmol). The mixture was stirred at RT for 3 h, then MeOH (2 mL) and H2O (1 mL) were added. The mixture was stirred at RT for 20 minutes and concentrated under reduced pressure. The crude product was purified by silica gel chromatography (DCM:MeOH=8:1) to afford 4-(hydroxymethyl)pyridin-2(1H)-one as a white solid (150 mg, 61.2%). ... Starting materials: CC(=O)O, CC(=O)O[BH-](OC(C)=O)OC(C)=O, CN1CCN(C2(CN)CCC=COC2)CC1, Cn1c(=O)c(C=O)cc2ccccc21, ClCCCl, [Na+], [Na+], [OH-]. Product: CN1CCN(C2(CNCc3cc4ccccc4n(C)c3=O)CCC=COC2)CC1. Reaction SMILES: [C:17]([OH:18])(=[O:19])[CH3:20].[C:35]([O:36][BH-:37]([O:38][C:39](=[O:40])[CH3:41])[O:42][C:43](=[O:44])[CH3:45])(=[O:46])[CH3:47].[CH3:1][N:2]1[CH2:3][CH2:4][N:5]([C:8]2([CH2:15][NH2:16])[CH2:9][O:10][CH:11]=[CH:12][CH2:13][CH2:14]2)[CH2:6][CH2:7]1.[CH3:21][n:22]1[c:23](=[O:34])[c:24]([CH:32]=[O:33])[cH:25][c:26]2[cH:27][cH:28][cH:29][cH:30][c:31]12.[Cl:49][CH2:50][CH2:51][Cl:52].[Na+:48].[Na+:54].[OH-:53]>>[CH3:1][N:2]1[CH2:3][CH2:4][N:5]([C:8]2([CH2:15][NH:16][CH2:32][c:24]3[c:23](=[O:34])[n:22]([CH3:21])[c:31]4[c:26]([cH:25]3)[cH:27][cH:28][cH:29][cH:30]4)[CH2:9][O:10][CH:11]=[CH:12][CH2:13][CH2:14]2)[CH2:6][CH2:7]1. Reaction SMILES: [Cr](Cl)([O-])(=O)=O.[NH+]1C=CC=CC=1.[CH2:12]([OH:26])[CH2:13][CH2:14][CH2:15][CH2:16][CH2:17][CH2:18][CH2:19][CH2:20][CH2:21][CH2:22][CH2:23][CH2:24][CH3:25]>C(Cl)Cl>[CH:12](=[O:26])[CH2:13][CH2:14][CH2:15][CH2:16][CH2:17][CH2:18][CH2:19][CH2:20][CH2:21][CH2:22][CH2:23][CH2:24][CH3:25] |f:0.1|. Procedure: 32.3 g (150 mmol) of pyridinium chlorochromate are suspended in 200 ml of anhydrous methylene chloride at room temperature, with vigorous stirring, and a solution of 21.4 g (100 mmol) of tetradecanol in 20 ml of anhydrous methylene chloride is added. This results in the reaction mixture boiling. The reaction is complete after 11/2 hours. The solution is decanted off from the solid which is washed with about 200 ml of dry diethyl ether. After filtration and evaporation of the solvent, chromatogra... Product: C(CCCCCCCCCCCCC)=O (Tetradecanal). Run in C(Cl)Cl (methylene chloride), C(Cl)Cl (methylene chloride). Reactants: [Cr](=O)(=O)([O-])Cl.[NH+]1=CC=CC=C1 (pyridinium chlorochromate), C(CCCCCCCCCCCCC)O (tetradecanol).